From a dataset of the Open Reaction Database (ORD), a public repository of structured organic reaction records. describe an organic reaction: reactants, conditions, products, and yield The reactants are C[Si](C)(C)N=[N+]=[N-] (Trimethylsilyl azide), C1(=CC=CC=C1)P(C1=CC=CC=C1)C1=CC=CC=C1 (Triphenylphosphine), C(C)(=O)OCC(NC1=CC=C(C=C1)S(F)(F)(F)(F)F)=O (2-oxo-2-{[4-(pentafluoro-λ6-sulfanyl)phenyl]amino}ethyl acetate), C(C)(=O)OCC(NC1=CC=C(C=C1)S(F)(F)(F)(F)F)=O (2-oxo-2-{[4-(pentafluoro-λ6-sulfanyl)phenyl]amino}ethyl acetate). Solvent: C1CCOC1 (THF), CCOC(=O)C (EtOAc). Conditions: time 30 minute. Product: C(C)(=O)OCC1=NN=NN1C1=CC=C(C=C1)S(F)(F)(F)(F)F ({1-[4-(Pentafluoro-λ6-sulfanyl)phenyl]-1H-tetrazol-5-yl}methyl acetate). Isolated yield 59.0%. RXN SMILES: C1(P(C2C=CC=CC=2)C2C=CC=CC=2)C=CC=CC=1.[C:20]([O:23][CH2:24][C:25](=O)[NH:26][C:27]1[CH:32]=[CH:31][C:30]([S:33]([F:38])([F:37])([F:36])([F:35])[F:34])=[CH:29][CH:28]=1)(=[O:22])[CH3:21].C[Si]([N:44]=[N+:45]=[N-:46])(C)C>C1COCC1.CCOC(C)=O>[C:20]([O:23][CH2:24][C:25]1[N:26]([C:27]2[CH:32]=[CH:31][C:30]([S:33]([F:38])([F:37])([F:36])([F:35])[F:34])=[CH:29][CH:28]=2)[N:46]=[N:45][N:44]=1)(=[O:22])[CH3:21]. Procedure: Triphenylphosphine (16.2 g, 61.9 mmol) and diisopropylazodicorboxylate (12.5 g, 61.8 mmol) were added to a solution of 2-oxo-2-{[4-(pentafluoro-λ6-sulfanyl)phenyl]amino}ethyl acetate (Intermediate 42, 8.50 g, 26.2 mmol) in THF (100 mL) at 0° C. and the mixture was stirred for 30 min. Trimethylsilyl azide (7.11 g, 61.7 mmol) was added dropwise at room temperature and the mixture was heated to reflux for 4 hr. The reaction mixture was diluted with EtOAc and washed with ice-water and brine solution... Starting materials: O=C([O-])O, CCCCO, Cl, NC1CCOc2c(F)cccc21, Nc1nc(Cl)c(N)c(Cl)n1, [Na+]. Yields the product Nc1nc(Cl)c(N)c(NC2CCOc3c(F)cccc32)n1. As a reaction SMILES: [C:24](=[O:25])([OH:26])[O-:27].[CH2:29]([OH:30])[CH2:31][CH2:32][CH3:33].[ClH:11].[F:12][c:13]1[cH:14][cH:15][cH:16][c:17]2[c:22]1[O:21][CH2:20][CH2:19][CH:18]2[NH2:23].[NH2:1][c:2]1[n:3][c:4]([Cl:10])[c:5]([NH2:9])[c:6]([Cl:8])[n:7]1.[Na+:28]>>[NH2:1][c:2]1[n:3][c:4]([Cl:10])[c:5]([NH2:9])[c:6]([NH:23][CH:18]2[c:17]3[cH:16][cH:15][cH:14][c:13]([F:12])[c:22]3[O:21][CH2:20][CH2:19]2)[n:7]1. Reactants: B, CO, Cl[Cu]Cl, [K], O=[N+]([O-])c1ccc(CO)cc1. Yields the product Nc1ccc(CO)cc1. As a reaction SMILES: [BH3:12].[CH3:14][OH:15].[Cu:16]([Cl:17])[Cl:18].[K:13].[N+:1]([O-:2])(=[O:3])[c:4]1[cH:5][cH:6][c:7]([CH2:8][OH:9])[cH:10][cH:11]1>>[NH2:1][c:4]1[cH:5][cH:6][c:7]([CH2:8][OH:9])[cH:10][cH:11]1. Starting materials: [Al+3], [Cl-], [Cl-], [Cl-], ClCCl, O=C=Nc1cccc([N+](=O)[O-])c1, O=C1NCCO1. Yields the product O=C1NCCN1c1cccc([N+](=O)[O-])c1. As a reaction SMILES: [Al+3:20].[Cl-:19].[Cl-:21].[Cl-:22].[Cl:23][CH2:24][Cl:25].[N+:1](=[O:2])([O-:3])[c:4]1[cH:5][c:6]([N:10]=[C:11]=[O:12])[cH:7][cH:8][cH:9]1.[O:13]1[C:14](=[O:18])[NH:15][CH2:16][CH2:17]1>>[N+:1](=[O:2])([O-:3])[c:4]1[cH:5][c:6]([N:10]2[C:11](=[O:12])[NH:15][CH2:16][CH2:17]2)[cH:7][cH:8][cH:9]1. Reactants: ClCC(=O)Cl (chloroacetyl chloride), C(C1=CC=CC=C1)NCC1=C(C=CC=C1)O (2-(benzylamino-methyl)-phenol), CN(C=O)C (N,N-dimethylformamide), atmosphere, [H-].[Na+] (sodium hydride). The solvent is C1(=CC=CC=C1)C (toluene), O (Water), C1(=CC=CC=C1)C (toluene). Run at temperature 0 celsius, time 16 hour. Yields the product C(C1=CC=CC=C1)N1C(COC2=C(C1)C=CC=C2)=O (4-benzyl-4,5-dihydro-benzo[f][1,4]oxazepin-3-one). Reaction SMILES: [CH2:1]([NH:8][CH2:9][C:10]1[CH:15]=[CH:14][CH:13]=[CH:12][C:11]=1[OH:16])[C:2]1[CH:7]=[CH:6][CH:5]=[CH:4][CH:3]=1.Cl[CH2:18][C:19](Cl)=[O:20].CN(C)C=O.[H-].[Na+]>C1(C)C=CC=CC=1.O>[CH2:1]([N:8]1[CH2:9][C:10]2[CH:15]=[CH:14][CH:13]=[CH:12][C:11]=2[O:16][CH2:18][C:19]1=[O:20])[C:2]1[CH:3]=[CH:4][CH:5]=[CH:6][CH:7]=1 |f:3.4|. Procedure: A mixture of 19.0 g of 2-(benzylamino-methyl)-phenol and 75 mL of toluene was cooled to 0° C., and a solution of chloroacetyl chloride (7.8 mL) in 75 mL of toluene was slowly added while stirring. Stirring was continued for 16 h. Dry N,N-dimethylformamide (60 mL) was added and the solution was cooled to 0° C. In a nitrogen atmosphere 3.4 g of sodium hydride (95%; dispersion in mineral oil) were added in small portions and the mixture was allowed to stir at room temperature for 2 h. Water was add... The reactants are BrCCOC1CCCCO1, O=C(O)N1CCN(c2ccc(O)cc2F)CC1, [H-], [Na+], CN(C)C=O. Product: O=C(O)N1CCN(c2ccc(OCCOC3CCCCO3)cc2F)CC1. Reaction SMILES: [Br:3][CH2:4][CH2:5][O:6][CH:7]1[O:8][CH2:9][CH2:10][CH2:11][CH2:12]1.[F:13][c:14]1[c:15]([N:21]2[CH2:22][CH2:23][N:24]([C:27](=[O:28])[OH:29])[CH2:25][CH2:26]2)[cH:16][cH:17][c:18]([OH:20])[cH:19]1.[H-:2].[Na+:1].[O:30]=[CH:31][N:32]([CH3:33])[CH3:34]>>[CH2:4]([CH2:5][O:6][CH:7]1[O:8][CH2:9][CH2:10][CH2:11][CH2:12]1)[O:20][c:18]1[cH:17][cH:16][c:15]([N:21]2[CH2:22][CH2:23][N:24]([C:27](=[O:28])[OH:29])[CH2:25][CH2:26]2)[c:14]([F:13])[cH:19]1. The reactants are O=C(C(=O)OCC)C (ethyl 2-oxopropanoate), CC(CO)(CO)C (2,2-dimethylpropane-1,3-diol), B(F)(F)F.CCOCC (BF3.OEt2). The solvent is C(C)#N (acetonitrile). Run at time 18 hour. Yields the product CC1(OCC(CO1)(C)C)C(=O)OCC (ethyl 2,5,5-trimethyl-1,3-dioxane-2-carboxylate). The yield is 67.3%. RXN SMILES: [O:1]=[C:2]([CH3:8])[C:3]([O:5][CH2:6][CH3:7])=[O:4].[CH3:9][C:10]([CH3:15])([CH2:13]O)[CH2:11][OH:12].B(F)(F)F.CCOCC>C(#N)C>[CH3:8][C:2]1([C:3]([O:5][CH2:6][CH3:7])=[O:4])[O:12][CH2:11][C:10]([CH3:15])([CH3:13])[CH2:9][O:1]1 |f:2.3|. Procedure: To a solution of ethyl 2-oxopropanoate (0.581 g, 5 mmol) and 2,2-dimethylpropane-1,3-diol (0.521 g, 5.00 mmol) in acetonitrile (5 mL) cooled to 0° C. was added BF3.OEt2 (0.063 mL, 0.500 mmol), and the mixture was allowed to warm to rt and stirred at rt for 18 h. The reaction mixture was quenched with sat. NaHCO3 (5 mL) and diluted with ether/hexane (1:1, 20 mL). The organic layer was washed with water, brine and dried (MgSO4). The solvent was evaporated to yield ethyl 2,5,5-trimethyl-1,3-dioxane... Reactants: C1(=CC(CCCC1)=O)C1=CCCCCC1 (bicycloheptenone), BrN1C(=O)N(C(=O)C1(C)C)Br (1,3-dibromo-5,5-dimethyl-hydantoin), CC(=O)C (acetone). Solvent: O (water). Yields the product BrC1C2CC(C2CC1O)=O (2-bromo-3-hydroxybicyclo[3.2.0]heptan-6-one), ( IV ). As a reaction SMILES: C1(C2CCCCCC=2)C[CH2:6][CH2:5][CH2:4][C:3](=[O:8])C=1.[Br:16]N1C(C)(C)C(=O)N(Br)C1=O.[CH3:27][C:28]([CH3:30])=[O:29]>O>[Br:16][CH:30]1[CH:28]([OH:29])[CH2:27][CH:4]2[CH:5]1[CH2:6][C:3]2=[O:8]. Reported procedure: To 1 g of bicycloheptenone (III) dissolved in the mixture of 20 ml of acetone and 5 ml of water, 1.5 g of 1,3-dibromo-5,5-dimethyl-hydantoin was added in portions under constant stirring. After 16 hours at room temperature the solvent was evaporated under reduced pressure. The residue was dissolved in 10 ml of water and extracted several times with dichloromethane. Obtained organic extracts were washed with brine, dried over magnesium sulfate and evaporated. A residuum in the form of a yellow oi... Starting materials: C1(CCCCCO1)=O (ε-Caprolactone), C1C(=O)OCC(=O)O1 (glycolide), C(CCCCCCCCCCC)O (lauryl alcohol), CCCCC(CC)C(=O)[O-].CCCCC(CC)C(=O)[O-].[Sn+2] (stannous octoate), C1C(=O)OCC(=O)O1 (glycolide). Run in C(Cl)(Cl)Cl (CHCl3). Reaction conditions: temperature 180 celsius, time 4.5 hour. Product: C1(CCCCCO1)=O.C1C(=O)OCC(=O)O1 (ε-Caprolactone Glycolide). RXN SMILES: [C:1]1(=[O:8])[O:7][CH2:6][CH2:5][CH2:4][CH2:3][CH2:2]1.[CH2:9]1[O:16][C:14](=[O:15])[CH2:13][O:12][C:10]1=[O:11].C(O)CCCCCCCCCCC.CCCCC(C([O-])=O)CC.CCCCC(C([O-])=O)CC.[Sn+2]>C(Cl)(Cl)Cl>[C:1]1(=[O:8])[O:7][CH2:6][CH2:5][CH2:4][CH2:3][CH2:2]1.[CH2:9]1[O:16][C:14](=[O:15])[CH2:13][O:12][C:10]1=[O:11] |f:3.4.5,7.8|. Procedure: ε-Caprolactone (170 g, 1.49 mole), glycolide (30 g, 0.26 mole), lauryl alcohol (1.37 g, 7.3×10-3 mole) and stannous octoate (0.052 g, 1.2×10-4 mole) were combined in a stirred reactor under nitrogen at 180° C. The mixture was stirred at 180° C. for 4.5 hours. The resulting polymer had an inherent viscosity of 0.68 dl/g (0.5 g/dl in CHCl3). The composition was determined by 1H NMR to be 85 wt. % ε-caprilactone and 15 wt. % glycolide. The reactants are N1=C(C=C(C=C1)C(=O)OC1CCCCC1)C(=O)OC1CCCCC1 (dicyclohexyl pyridine-2,4-dicarboxylate), C1=CC(=CC(=C1)Cl)C(=O)OO (MCPBA). Procedure details: From 1 g of dicyclohexyl pyridine-2,4-dicarboxylate and 0.75 g of MCPBA. Yields the product [N+]=1(C(=CC(=CC1)C(=O)OC1CCCCC1)C(=O)OC1CCCCC1)[O-] (Dicyclohexyl pyridine-2,4-dicarboxylate N-oxide). Reaction SMILES: [N:1]1[CH:6]=[CH:5][C:4]([C:7]([O:9][CH:10]2[CH2:15][CH2:14][CH2:13][CH2:12][CH2:11]2)=[O:8])=[CH:3][C:2]=1[C:16]([O:18][CH:19]1[CH2:24][CH2:23][CH2:22][CH2:21][CH2:20]1)=[O:17].C1C=C(Cl)C=C(C(OO)=[O:33])C=1>>[N+:1]1([O-:33])[C:2]([C:16]([O:18][CH:19]2[CH2:24][CH2:23][CH2:22][CH2:21][CH2:20]2)=[O:17])=[CH:3][C:4]([C:7]([O:9][CH:10]2[CH2:11][CH2:12][CH2:13][CH2:14][CH2:15]2)=[O:8])=[CH:5][CH:6]=1.